This data is from the Open Reaction Database (ORD), a public repository of structured organic reaction records. The task is: describe an organic reaction: reactants, conditions, products, and yield The reactants are O=C(OO)c1cccc(Cl)c1, CCCC=C(C(=O)O)c1ccccc1. The product is CCCC=C(C(=O)O)c1ccc(O)cc1. As a reaction SMILES: [OH:15][O:16][C:17]([c:18]1[cH:19][c:20]([Cl:21])[cH:22][cH:23][cH:24]1)=[O:25].[c:1]1([C:7]([C:8](=[O:9])[OH:10])=[CH:11][CH2:12][CH2:13][CH3:14])[cH:2][cH:3][cH:4][cH:5][cH:6]1>>[c:1]1([C:7]([C:8](=[O:9])[OH:10])=[CH:11][CH2:12][CH2:13][CH3:14])[cH:2][cH:3][c:4]([OH:15])[cH:5][cH:6]1. Starting materials: O=C([O-])O, CO, Fc1ccc(CBr)c(F)c1, [K+], CC(=O)Nc1ccc(C(=O)NS(=O)(=O)c2ccccc2)cc1N. Product: CC(=O)Nc1ccc(C(=O)NS(=O)(=O)c2ccccc2)cc1NCc1ccc(F)cc1F. RXN SMILES: [C:34](=[O:35])([O-:36])[OH:37].[CH3:39][OH:40].[F:24][c:25]1[c:26]([CH2:27][Br:28])[cH:29][cH:30][c:31]([F:33])[cH:32]1.[K+:38].[c:1]1([S:7](=[O:8])(=[O:9])[NH:10][C:11]([c:12]2[cH:13][c:14]([NH2:22])[c:15]([NH:18][C:19]([CH3:20])=[O:21])[cH:16][cH:17]2)=[O:23])[cH:2][cH:3][cH:4][cH:5][cH:6]1>>[c:1]1([S:7](=[O:8])(=[O:9])[NH:10][C:11]([c:12]2[cH:13][c:14]([NH:22][CH2:27][c:26]3[c:25]([F:24])[cH:32][c:31]([F:33])[cH:30][cH:29]3)[c:15]([NH:18][C:19]([CH3:20])=[O:21])[cH:16][cH:17]2)=[O:23])[cH:2][cH:3][cH:4][cH:5][cH:6]1. Starting materials: CC(C)(C)NS(=O)(=O)CCc1ccc(N)c(Br)c1, OB(O)C1=CCCCC1. Product: CC(C)(C)NS(=O)(=O)CCc1ccc(N)c(C2=CCCCC2)c1. Reaction SMILES: [C:10]([CH3:11])([CH3:12])([CH3:13])[NH:14][S:15](=[O:16])(=[O:17])[CH2:18][CH2:19][c:20]1[cH:21][c:22]([Br:27])[c:23]([NH2:26])[cH:24][cH:25]1.[C:1]1([B:7]([OH:8])[OH:9])=[CH:2][CH2:3][CH2:4][CH2:5][CH2:6]1>>[C:1]1([c:22]2[cH:21][c:20]([CH2:19][CH2:18][S:15]([NH:14][C:10]([CH3:11])([CH3:12])[CH3:13])(=[O:16])=[O:17])[cH:25][cH:24][c:23]2[NH2:26])=[CH:2][CH2:3][CH2:4][CH2:5][CH2:6]1. The reactants are C(CO)(=O)O (glycolic acid), C(CN)N (ethylenediamine), C(C(C)C)(=O)O (isobutyric acid), flavin mononucleotide, CCC(CC)COC(C1=CC=CC=C1)(C2=CC=CC=C2)C(=O)N(C)CC[NH+](C)C.[Cl-] (X-100), C(CO)(=O)[O-] (glycolate). The solvent is solution. Conditions: temperature 5 celsius, time 2.25 hour. The product is C(C=O)(=O)O (glyoxylic acid), C(C(=O)O)(=O)O (oxalic acid). Reaction SMILES: [C:1]([OH:5])(=[O:4])[CH2:2][OH:3].C(N)CN.C(O)(=[O:14])C(C)C.[C:16]([O-:20])(=[O:19])[CH2:17][OH:18].CCC(COC(C(N(CC[NH+](C)C)C)=O)(C1C=CC=CC=1)C1C=CC=CC=1)CC.[Cl-]>>[C:1]([OH:5])(=[O:4])[CH:2]=[O:3].[C:17]([OH:14])(=[O:18])[C:16]([OH:20])=[O:19] |f:4.5|. Reported procedure: A 300-mL EZE-Seal stirred autoclave reactor equipped with Dispersimax Impeller (Autoclave Engineers) was charged with 100 mL of a solution containing glycolic acid (0.750M), ethylenediamine (0.863M), isobutyric acid (0.100M, HPLC internal standard), and flavin mononucleotide (0.01 mM), at pH 9.3, and the solution cooled to 5° C. To the reactor was then added 11.9 g of Hansenula polymorpha transformant strain GO1 (100 IU glycolate oxidase and 998,000 IU catalase) which had been permeabilized by t... The reactants are C(C(=O)Cl)(=O)Cl (oxalyl chloride), C(C)(C)N1N=CN=C1C1=CN2CCOC3=C(C2=N1)C=C(C=C3)S(=O)(=O)O (2-(2-isopropyl-2H-[1,2,4]triazol-3-yl)-4,5-dihydro-6-oxa-1,3a-diazabenzo[e]azulene-9-sulfonic acid), CN(C)C=O (DMF). The solvent is C1CCOC1 (THF). Conditions: time 15 minute. Product: C(C)(C)N1N=CN=C1C1=CN2CCOC3=C(C2=N1)C=C(C=C3)S(=O)(=O)Cl (2-(2-Isopropyl-2H-[1,2,4]triazol-3-yl)-4,5-dihydro-6-oxa-1,3a-diazabenzo[e]azulene-9-sulfonyl chloride). The yield is 208.1%. As a reaction SMILES: [CH:1]([N:4]1[C:8]([C:9]2[N:18]=[C:17]3[N:11]([CH2:12][CH2:13][O:14][C:15]4[CH:22]=[CH:21][C:20]([S:23]([OH:26])(=O)=[O:24])=[CH:19][C:16]=43)[CH:10]=2)=[N:7][CH:6]=[N:5]1)([CH3:3])[CH3:2].C(Cl)(=O)C([Cl:30])=O.CN(C=O)C>C1COCC1>[CH:1]([N:4]1[C:8]([C:9]2[N:18]=[C:17]3[N:11]([CH2:12][CH2:13][O:14][C:15]4[CH:22]=[CH:21][C:20]([S:23]([Cl:30])(=[O:26])=[O:24])=[CH:19][C:16]=43)[CH:10]=2)=[N:7][CH:6]=[N:5]1)([CH3:3])[CH3:2]. Procedure details: To a suspension of 2-(2-isopropyl-2H-[1,2,4]triazol-3-yl)-4,5-dihydro-6-oxa-1,3a-diazabenzo[e]azulene-9-sulfonic acid (228 mg, 0.61 mmol) in THF (15 mL) was added oxalyl chloride (257 μL, 3.04 mmol) and the resulting mixture stirred at RT for 15 min. The reaction mixture was cooled to 0° before DMF (126 μL, 1.69 mmol) was added and the resulting mixture warmed to RT after 10 min then stirred for a further 2 h. The reaction mixture was azeotroped with toluene affording 2-(2-Isopropyl-2H-[1,2,4]tr...